Dataset: the Open Reaction Database (ORD), a public repository of structured organic reaction records. Task: describe an organic reaction: reactants, conditions, products, and yield The reactants are ClCCCl, CNCc1oc2ccccc2c1C, Cl, CC(C)(O)c1cc(C=CC(=O)O)cnc1N, CN(C)C=O, O, On1nnc2ccccc21. The product is Cc1c(CN(C)C(=O)C=Cc2cnc(N)c(C(C)(C)O)c2)oc2ccccc12. Reaction SMILES: [CH2:1]([Cl:2])[CH2:3][Cl:4].[CH3:32][NH:33][CH2:34][c:35]1[o:36][c:37]2[c:38]([c:39]1[CH3:40])[cH:41][cH:42][cH:43][cH:44]2.[ClH:5].[NH2:6][c:7]1[c:8]([C:18]([CH3:19])([CH3:20])[OH:21])[cH:9][c:10]([CH:13]=[CH:14][C:15](=[O:16])[OH:17])[cH:11][n:12]1.[O:45]=[CH:46][N:47]([CH3:48])[CH3:49].[OH2:50].[OH:22][n:23]1[c:24]2[c:25]([cH:26][cH:27][cH:28][cH:29]2)[n:30][n:31]1>>[NH2:6][c:7]1[c:8]([C:18]([CH3:19])([CH3:20])[OH:21])[cH:9][c:10]([CH:13]=[CH:14][C:15](=[O:17])[N:33]([CH3:32])[CH2:34][c:35]2[o:36][c:37]3[c:38]([c:39]2[CH3:40])[cH:41][cH:42][cH:43][cH:44]3)[cH:11][n:12]1. Reactants: FC1=C(C=CC(=C1)C(C(CC(C(=O)OCC)C(=O)OCC)=O)C)C1=CC=CC=C1 (diethyl 2-(3-(2-fluoro-4-biphenylyl)-2-oxobutyl)malonate), S(O)(O)(=O)=O (sulfuric acid). Run in C(C)(=O)O (acetic acid). Conditions: temperature 50 celsius. Yields the product FC1=C(C=CC(=C1)C(C(CCC(=O)O)=O)C)C1=CC=CC=C1 (5-(2-fluoro-4-biphenylyl)-4-oxohexanoic acid). The yield is 53.7%. Reaction SMILES: [F:1][C:2]1[CH:7]=[C:6]([CH:8]([CH3:23])[C:9](=[O:22])[CH2:10][CH:11](C(OCC)=O)[C:12]([O:14]CC)=[O:13])[CH:5]=[CH:4][C:3]=1[C:24]1[CH:29]=[CH:28][CH:27]=[CH:26][CH:25]=1.S(=O)(=O)(O)O>C(O)(=O)C>[F:1][C:2]1[CH:7]=[C:6]([CH:8]([CH3:23])[C:9](=[O:22])[CH2:10][CH2:11][C:12]([OH:14])=[O:13])[CH:5]=[CH:4][C:3]=1[C:24]1[CH:25]=[CH:26][CH:27]=[CH:28][CH:29]=1. Procedure details: A mixture of diethyl 2-(3-(2-fluoro-4-biphenylyl)-2-oxobutyl)malonate (5.00 g, 12.5 mmoles), acetic acid (100 ml), and 30% sulfuric acid (100 ml) was heated under reflux for 4 hours. After cooling the reaction mixture was extracted with ether. The organic layer was washed with water, dried over sodium sulfate and concentrated under reduced pressure The mixture of the residue, ethanol (100 ml) and concentrated sulfuric acid (1.0 g) was heated at 50° C. for 3 hours. The reaction mixture was concen... The reactants are C(=C)C1=NC=CN=C1 (2-ethenylpyrazine), FC1=CC=C(C=C1)CN1C(=NC2=C1C=CC=C2)NC2CCNCC2 (1-[(4-fluorophenyl)methyl]-N-(4-piperidinyl)-1H-benzimidazol-2-amine), C(C)(=O)O (acetic acid). The solvent is CO (methanol). The product is FC1=CC=C(C=C1)CN1C(=NC2=C1C=CC=C2)NC2CCN(CC2)CCC2=NC=CN=C2 (1-(4-fluorophenylmethyl)-N-[1-[2-(2-pyrazinyl)ethyl]-4-piperidinyl]-1H-benzimidazol-2-amine). As a reaction SMILES: [CH:1]([C:3]1[CH:8]=[N:7][CH:6]=[CH:5][N:4]=1)=[CH2:2].[F:9][C:10]1[CH:15]=[CH:14][C:13]([CH2:16][N:17]2[C:21]3[CH:22]=[CH:23][CH:24]=[CH:25][C:20]=3[N:19]=[C:18]2[NH:26][CH:27]2[CH2:32][CH2:31][NH:30][CH2:29][CH2:28]2)=[CH:12][CH:11]=1.C(O)(=O)C>CO>[F:9][C:10]1[CH:15]=[CH:14][C:13]([CH2:16][N:17]2[C:21]3[CH:22]=[CH:23][CH:24]=[CH:25][C:20]=3[N:19]=[C:18]2[NH:26][CH:27]2[CH2:28][CH2:29][N:30]([CH2:2][CH2:1][C:3]3[CH:8]=[N:7][CH:6]=[CH:5][N:4]=3)[CH2:31][CH2:32]2)=[CH:12][CH:11]=1. Procedure: A mixture of 1.27 parts of 2-ethenylpyrazine, 6.48 parts of 1-[(4-fluorophenyl)methyl]-N-(4-piperidinyl)-1H-benzimidazol-2-amine, 0.3 parts of acetic acid and 40 parts of methanol was stirred and refluxed for 48 hours. The solvent was evaporated. The residue was purified by column-chromatography over silica gel using a mixture of trichloromethane and methanol (88:12 by volume) as eluent. The pure fractions were collected and the eluent was evaporated. The residue was washed with 2,2'-oxybispropa... Starting materials: [Br-], C#C[Mg+], O=Cc1ccccc1-c1ccn2nc(-c3ccc(F)cc3)cc2c1, C1CCOC1. Yields the product C#CC(O)c1ccccc1-c1ccn2nc(-c3ccc(F)cc3)cc2c1. RXN SMILES: [Br-:25].[C:26](#[CH:27])[Mg+:28].[F:1][c:2]1[cH:3][cH:4][c:5](-[c:8]2[n:9][n:10]3[c:11]([cH:12][c:13](-[c:16]4[c:17]([CH:18]=[O:19])[cH:20][cH:21][cH:22][cH:23]4)[cH:14][cH:15]3)[cH:24]2)[cH:6][cH:7]1.[O:29]1[CH2:30][CH2:31][CH2:32][CH2:33]1>>[F:1][c:2]1[cH:3][cH:4][c:5](-[c:8]2[n:9][n:10]3[c:11]([cH:12][c:13](-[c:16]4[c:17]([CH:18]([OH:19])[C:26]#[CH:27])[cH:20][cH:21][cH:22][cH:23]4)[cH:14][cH:15]3)[cH:24]2)[cH:6][cH:7]1. Starting materials: O=C(Cl)C(=O)Cl, ClCCl, O=C(O)c1ccc(=O)n(-c2c(F)cccc2F)c1, CN(C)C=O. Product: O=C(Cl)c1ccc(=O)n(-c2c(F)cccc2F)c1. Reaction SMILES: [C:24]([Cl:25])(=[O:26])[C:28]([Cl:27])=[O:29].[Cl:30][CH2:31][Cl:32].[F:1][c:2]1[c:3](-[n:9]2[cH:10][c:11]([C:16](=[O:17])[OH:18])[cH:12][cH:13][c:14]2=[O:15])[c:4]([F:8])[cH:5][cH:6][cH:7]1.[O:19]=[CH:20][N:21]([CH3:22])[CH3:23]>>[F:1][c:2]1[c:3](-[n:9]2[cH:10][c:11]([C:16](=[O:18])[Cl:27])[cH:12][cH:13][c:14]2=[O:15])[c:4]([F:8])[cH:5][cH:6][cH:7]1. The reactants are N1(CCNCC1)C=1C=C2CCC(NC2=CC1)=O (6-(1-piperazinyl)-3,4-dihydrocarbostyril), C([O-])(O)=O.[K+] (potassium bicarbonate), C1OC=2C=C(CCl)C=CC2O1 (3,4-methylenedioxybenzyl chloride). The solvent is CN(C)C=O (DMF). Reaction conditions: time 3.5 hour. Yields the product C1OC=2C=C(CN3CCN(CC3)C=3C=C4CCC(NC4=CC3)=O)C=CC2O1 (6-[4-(3,4-methylenedioxybenzyl)-1-piperazinyl]-3,4-dihydrocarbostyril). Yield: 11.9%. Reaction SMILES: [N:1]1([C:7]2[CH:8]=[C:9]3[C:14](=[CH:15][CH:16]=2)[NH:13][C:12](=[O:17])[CH2:11][CH2:10]3)[CH2:6][CH2:5][NH:4][CH2:3][CH2:2]1.C(=O)(O)[O-].[K+].[CH2:23]1[O:33][C:32]2[CH:31]=[CH:30][C:27]([CH2:28]Cl)=[CH:26][C:25]=2[O:24]1>CN(C=O)C>[CH2:23]1[O:33][C:32]2[CH:31]=[CH:30][C:27]([CH2:28][N:4]3[CH2:5][CH2:6][N:1]([C:7]4[CH:8]=[C:9]5[C:14](=[CH:15][CH:16]=4)[NH:13][C:12](=[O:17])[CH2:11][CH2:10]5)[CH2:2][CH2:3]3)=[CH:26][C:25]=2[O:24]1 |f:1.2|. Procedure: To a mixture of 1.2 g of 6-(1-piperazinyl)-3,4-dihydrocarbostyril, 1.17 g of potassium bicarbonate and 20 ml of DMF was added 785 mg of 3,4-methylenedioxybenzyl chloride and the mixture was stirred at 80°-90° C. for 3.5 hours. The reaction mixture was poured into a large amount of saturated saline solution and extracted with chloroform. After washing with water the extract was dried over anhydrous sodium sulfate. Chloroform was distilled off and the residue was purified through silica gel column...